From a dataset of the Open Reaction Database (ORD), a public repository of structured organic reaction records. describe an organic reaction: reactants, conditions, products, and yield The reactants are ClC1=CC=C(CN2C(=NC3=C2C=CC=C3)C(=O)N3CCC(CC3)C(=O)OCC)C=C1 (ethyl 1-(1-(4-chlorobenzyl)-1H-benzo[d]imidazole-2-carbonyl)piperidine-4-carboxylate), [OH-].[Li+] (lithium hydroxide). Run in O (water), C(C)OCC (diethyl ether), O (Water), C1CCOC1 (THF), O (H2O). Conditions: time 2 hour. Product: ClC1=CC=C(CN2C(=NC3=C2C=CC=C3)C(=O)N3CCC(CC3)C(=O)O)C=C1 (1-(1-(4-chlorobenzyl)-1H-benzo[d]imidazole-2-carbonyl)piperidine-4-carboxylic acid). RXN SMILES: [Cl:1][C:2]1[CH:30]=[CH:29][C:5]([CH2:6][N:7]2[C:11]3[CH:12]=[CH:13][CH:14]=[CH:15][C:10]=3[N:9]=[C:8]2[C:16]([N:18]2[CH2:23][CH2:22][CH:21]([C:24]([O:26]CC)=[O:25])[CH2:20][CH2:19]2)=[O:17])=[CH:4][CH:3]=1.[OH-].[Li+]>C1COCC1.O.C(OCC)C>[Cl:1][C:2]1[CH:30]=[CH:29][C:5]([CH2:6][N:7]2[C:11]3[CH:12]=[CH:13][CH:14]=[CH:15][C:10]=3[N:9]=[C:8]2[C:16]([N:18]2[CH2:19][CH2:20][CH:21]([C:24]([OH:26])=[O:25])[CH2:22][CH2:23]2)=[O:17])=[CH:4][CH:3]=1 |f:1.2|. Procedure details: ethyl 1-(1-(4-chlorobenzyl)-1H-benzo[d]imidazole-2-carbonyl)piperidine-4-carboxylate (60 mg, 0.141 mmol) and lithium hydroxide, H2O (23.65 mg, 0.564 mmol) were dissolved in THF (Ratio: 1.000, Volume: 0.25 ml) and Water (Ratio: 2, Volume: 0.500 ml). The reaction was stirred for two hours before it was diluted with water and diethyl ether. The aqueous phase was washed with diethyl ether twice. It was then acidified to pH ˜2 and extracted with ethyl acetate. The organic phase was washed with satura... Starting materials: [Br-], CC(C)(C)OC(=O)N1CC=C(OS(=O)(=O)C(F)(F)F)C1, C1CCOC1, [Pd], c1ccc(P(c2ccccc2)c2ccccc2)cc1, c1ccc(P(c2ccccc2)c2ccccc2)cc1, c1ccc(P(c2ccccc2)c2ccccc2)cc1, c1ccc(P(c2ccccc2)c2ccccc2)cc1, [Zn+]c1cccs1. The product is CC(C)(C)OC(=O)N1CC=C(c2cccs2)C1. RXN SMILES: [Br-:21].[F:1][C:2]([F:3])([F:4])[S:5]([O:6][C:7]1=[CH:11][CH2:10][N:9]([C:12](=[O:13])[O:14][C:15]([CH3:16])([CH3:17])[CH3:18])[CH2:8]1)(=[O:19])=[O:20].[O:28]1[CH2:29][CH2:30][CH2:31][CH2:32]1.[Pd:33].[c:34]1([P:35]([c:36]2[cH:37][cH:38][cH:39][cH:40][cH:41]2)[c:42]2[cH:43][cH:44][cH:45][cH:46][cH:47]2)[cH:48][cH:49][cH:50][cH:51][cH:52]1.[c:53]1([P:54]([c:55]2[cH:56][cH:57][cH:58][cH:59][cH:60]2)[c:61]2[cH:62][cH:63][cH:64][cH:65][cH:66]2)[cH:67][cH:68][cH:69][cH:70][cH:71]1.[c:72]1([P:73]([c:74]2[cH:75][cH:76][cH:77][cH:78][cH:79]2)[c:80]2[cH:81][cH:82][cH:83][cH:84][cH:85]2)[cH:86][cH:87][cH:88][cH:89][cH:90]1.[c:91]1([P:92]([c:93]2[cH:94][cH:95][cH:96][cH:97][cH:98]2)[c:99]2[cH:100][cH:101][cH:102][cH:103][cH:104]2)[cH:105][cH:106][cH:107][cH:108][cH:109]1.[s:22]1[c:23]([Zn+:27])[cH:24][cH:25][cH:26]1>>[C:7]1([c:23]2[s:22][cH:26][cH:25][cH:24]2)=[CH:11][CH2:10][N:9]([C:12](=[O:13])[O:14][C:15]([CH3:16])([CH3:17])[CH3:18])[CH2:8]1. Starting materials: CC(C)(C)OC(=O)Nc1cc(-c2ccc(Cl)cc2)sc1C(N)=O, ClCCl, O=C(O)C(F)(F)F, [Na+], O=C([O-])O. The product is NC(=O)c1sc(-c2ccc(Cl)cc2)cc1N. RXN SMILES: [C:1]([O:2][C:3](=[O:4])[NH:7][c:8]1[c:9]([C:20]([NH2:21])=[O:22])[s:10][c:11](-[c:13]2[cH:14][cH:15][c:16]([Cl:19])[cH:17][cH:18]2)[cH:12]1)([CH3:5])([CH3:6])[CH3:23].[Cl:36][CH2:37][Cl:38].[F:24][C:25]([F:26])([F:27])[C:28]([OH:29])=[O:30].[Na+:35].[O-:31][C:32]([OH:33])=[O:34]>>[NH2:7][c:8]1[c:9]([C:20]([NH2:21])=[O:22])[s:10][c:11](-[c:13]2[cH:14][cH:15][c:16]([Cl:19])[cH:17][cH:18]2)[cH:12]1. Starting materials: CC([C@@H](C(=O)OCC1=CC=CC=C1)NC(=O)[C@@H](CC(=O)OC(C)(C)C)CC=C)(C)C (tert-butyl (3R)-3-({[(1S)-2,2-dimethyl-1-(benzyloxycarbonyl)propyl]amino}carbonyl)hex-5-enoate), IC1=CC(=C(C=C1)C1=CC(=CC=C1)OC)C (4-iodo-1-(3-methoxyphenyl)-2-methylbenzene), C(C)N1CCOCC1 (N-ethylmorpholine). The solvent is C(C)#N (acetonitrile). The product is CC([C@@H](C(=O)OCC1=CC=CC=C1)NC(=O)[C@@H](CC(=O)OC(C)(C)C)C\C=C\C1=CC=C(C(=C1)C)C1=CC(=CC=C1)OC)(C)C (tert-butyl (3R,5E)-3-({[(1S)-2,2-dimethyl-1-(benzyloxycarbonyl)propyl]amino}carbonyl)-6-(3′-methoxy-2-methylbiphen-4-yl)hex-5-enoate). Yield: 79.8%. RXN SMILES: [CH3:1][C:2]([CH3:30])([CH3:29])[C@H:3]([NH:14][C:15]([C@H:17]([CH2:26][CH:27]=[CH2:28])[CH2:18][C:19]([O:21][C:22]([CH3:25])([CH3:24])[CH3:23])=[O:20])=[O:16])[C:4]([O:6][CH2:7][C:8]1[CH:13]=[CH:12][CH:11]=[CH:10][CH:9]=1)=[O:5].I[C:32]1[CH:37]=[CH:36][C:35]([C:38]2[CH:43]=[CH:42][CH:41]=[C:40]([O:44][CH3:45])[CH:39]=2)=[C:34]([CH3:46])[CH:33]=1.C(N1CCOCC1)C>C(#N)C>[CH3:1][C:2]([CH3:30])([CH3:29])[C@H:3]([NH:14][C:15]([C@H:17]([CH2:26]/[CH:27]=[CH:28]/[C:32]1[CH:33]=[C:34]([CH3:46])[C:35]([C:38]2[CH:43]=[CH:42][CH:41]=[C:40]([O:44][CH3:45])[CH:39]=2)=[CH:36][CH:37]=1)[CH2:18][C:19]([O:21][C:22]([CH3:23])([CH3:25])[CH3:24])=[O:20])=[O:16])[C:4]([O:6][CH2:7][C:8]1[CH:9]=[CH:10][CH:11]=[CH:12][CH:13]=1)=[O:5]. Procedure: By the method of Preparation 3 a), tert-butyl (3R)-3-({[(1S)-2,2-dimethyl-1-(benzyloxycarbonyl)propyl]amino}carbonyl)hex-5-enoate (2.085 g, 5.0 mmol) was reacted with 4-iodo-1-(3-methoxyphenyl)-2-methylbenzene (Preparation 20) (889 mg, 2.13 mmol) under palladium catalysis, using N-ethylmorpholine as base at reflux in acetonitrile for 14.5 h. Work-up as before followed by purification by flash chromatography (hexane:ethyl acetate=10:1) gave mainly tert-butyl (3R,5E)-3-({[(1S)-2,2-dimethyl-1-(benz... Reactants: C(C)OC(=O)C=1C=NN(C1)C(NC1=C(C=C(C=C1Br)F)Br)=N (1-[N-(2,6-dibromo-4-fluoro-phenyl)-carbamimidoyl]-1H-pyrazole-4-carboxylic acid ethyl ester), C(=O)([O-])[O-].[Cs+].[Cs+] (Cs2CO3), CN(C)C=O (DMF). The reagents and catalysts are [Cu]I (CuI). Run in CCOC(=O)C (EtOAc). Conditions: temperature 80 celsius. Product: C(C)OC(=O)C=1C=NN(C1)C1=NC2=C(N1)C=C(C=C2Br)F (1-(4-Bromo-6-fluoro-1H-benzoimidazol-2-yl)-1H-pyrazole-4-carboxylic acid ethyl ester). The yield is 16.6%. As a reaction SMILES: [CH2:1]([O:3][C:4]([C:6]1[CH:7]=[N:8][N:9]([C:11](=[NH:22])[NH:12][C:13]2[C:18]([Br:19])=[CH:17][C:16]([F:20])=[CH:15][C:14]=2Br)[CH:10]=1)=[O:5])[CH3:2].C([O-])([O-])=O.[Cs+].[Cs+].CN(C=O)C>CCOC(C)=O.[Cu]I>[CH2:1]([O:3][C:4]([C:6]1[CH:7]=[N:8][N:9]([C:11]2[NH:22][C:14]3[CH:15]=[C:16]([F:20])[CH:17]=[C:18]([Br:19])[C:13]=3[N:12]=2)[CH:10]=1)=[O:5])[CH3:2] |f:1.2.3|. Reported procedure: A mixture of 1-[N-(2,6-dibromo-4-fluoro-phenyl)-carbamimidoyl]-1H-pyrazole-4-carboxylic acid ethyl ester (0.134 g, 0.290 mmol), CuI (6.00 mg, 0.0290 mmol), Cs2CO3 (0.464 g, 1.43 mmol), and DMF (2 mL) was heated to 80° C. for 1 h. The mixture was cooled to 23° C., diluted with EtOAc (3 mL), filtered through Celite®, and rinsed with EtOAc. The filtrate was washed with aqueous 1M HCl and water, dried (MgSO4), filtered, and concentrated under reduced pressure. Dichloromethane was added and the resul...